From a dataset of the Open Reaction Database (ORD), a public repository of structured organic reaction records. describe an organic reaction: reactants, conditions, products, and yield Starting materials: C(C)N1N=CC(=C1)NC(CC1=C(C=C(C=C1)OC1=CC=NC2=CC=C(C=C12)C(=O)OC)OC)=O (N-(1-ethylpyrazol-4-yl)-2-[4-(6-methoxycarbonylquinolin-4-yloxy)-2-methoxyphenyl]acetamide), [OH-].[Li+] (lithium hydroxide). Yields the product C(C)N1N=CC(=C1)NC(CC1=C(C=C(C=C1)OC1=CC=NC2=CC=C(C=C12)C(=O)O)OC)=O (N-(1-ethylpyrazol-4-yl)-2-[4-(6-carboxyquinolin-4-yloxy)-2-methoxyphenyl]acetamide). Isolated yield 82.0%. As a reaction SMILES: [CH2:1]([N:3]1[CH:7]=[C:6]([NH:8][C:9](=[O:34])[CH2:10][C:11]2[CH:16]=[CH:15][C:14]([O:17][C:18]3[C:27]4[C:22](=[CH:23][CH:24]=[C:25]([C:28]([O:30]C)=[O:29])[CH:26]=4)[N:21]=[CH:20][CH:19]=3)=[CH:13][C:12]=2[O:32][CH3:33])[CH:5]=[N:4]1)[CH3:2].[OH-].[Li+]>>[CH2:1]([N:3]1[CH:7]=[C:6]([NH:8][C:9](=[O:34])[CH2:10][C:11]2[CH:16]=[CH:15][C:14]([O:17][C:18]3[C:27]4[C:22](=[CH:23][CH:24]=[C:25]([C:28]([OH:30])=[O:29])[CH:26]=4)[N:21]=[CH:20][CH:19]=3)=[CH:13][C:12]=2[O:32][CH3:33])[CH:5]=[N:4]1)[CH3:2] |f:1.2|. Procedure details: Using an analogous procedure to that described in Example 8, N-(1-ethylpyrazol-4-yl)-2-[4-(6-methoxycarbonylquinolin-4-yloxy)-2-methoxyphenyl]acetamide was reacted with lithium hydroxide to give the title compound in 82% yield; 1H NMR: (DMSOd6) 1.33 (t, 3H), 3.61 (s, 2H), 3.78 (s, 3H), 4.07 (q, 2H), 6.73 (d, 1H), 6.88 (m, 1H), 7.04 (d, 1H), 7.36 (d, 1H), 7.42 (s, 1H), 7.88 (s, 1H), 8.11 (d, 1H), 8.28 (m, 1H), 8.81 (d, 1H), 8.96 (d, 1H), 10.05 (s, 1H), 13.34 (br s, 1H); Mass Spectrum: M+H+ 447. Starting materials: COc1ccccc1Oc1c(Cl)nc(-c2ccncc2)nc1Cl, CS(C)=O, [K], O, Cc1ccc(S(N)(=O)=O)cc1. The product is COc1ccccc1Oc1c(Cl)nc(-c2ccncc2)nc1NS(=O)(=O)c1ccc(C)cc1. Reaction SMILES: [CH3:1][O:2][c:3]1[c:4]([O:5][c:6]2[c:7]([Cl:19])[n:8][c:9](-[c:13]3[cH:14][cH:15][n:16][cH:17][cH:18]3)[n:10][c:11]2[Cl:12])[cH:20][cH:21][cH:22][cH:23]1.[CH3:37][S:38]([CH3:39])=[O:40].[K:24].[OH2:36].[c:25]1([CH3:35])[cH:26][cH:27][c:28]([S:31](=[O:32])(=[O:33])[NH2:34])[cH:29][cH:30]1>>[CH3:1][O:2][c:3]1[c:4]([O:5][c:6]2[c:7]([Cl:19])[n:8][c:9](-[c:13]3[cH:14][cH:15][n:16][cH:17][cH:18]3)[n:10][c:11]2[NH:34][S:31]([c:28]2[cH:27][cH:26][c:25]([CH3:35])[cH:30][cH:29]2)(=[O:32])=[O:33])[cH:20][cH:21][cH:22][cH:23]1. Reactants: C(C1=CC=CC=C1)OC1=C(C(=O)OCC2=CC=CC=C2)C(=C(C(=N1)C=1C=C2C=CN(C2=CC1)C)OC)OCC1=CC=CC=C1 (benzyl 2,4-bis(benzyloxy)-5-methoxy-6-(1-methyl-1H-indol-5-yl)nicotinate). The reagents and catalysts are [Pd] (Pd/C). Run in C(C)(=O)OCC (ethyl acetate). Conditions: time 2 hour. The product is OC1=C(C(NC(=C1OC)C=1C=C2C=CN(C2=CC1)C)=O)C(=O)O (4-hydroxy-5-methoxy-6-(1-methyl-1H-indol-5-yl)-2-oxo-1,2-dihydropyridine-3-carboxylic acid). The yield is 71.6%. As a reaction SMILES: C([O:8][C:9]1[N:24]=[C:23]([C:25]2[CH:26]=[C:27]3[C:31](=[CH:32][CH:33]=2)[N:30]([CH3:34])[CH:29]=[CH:28]3)[C:22]([O:35][CH3:36])=[C:21]([O:37]CC2C=CC=CC=2)[C:10]=1[C:11]([O:13]CC1C=CC=CC=1)=[O:12])C1C=CC=CC=1>C(OCC)(=O)C.[Pd]>[OH:37][C:21]1[C:22]([O:35][CH3:36])=[C:23]([C:25]2[CH:26]=[C:27]3[C:31](=[CH:32][CH:33]=2)[N:30]([CH3:34])[CH:29]=[CH:28]3)[NH:24][C:9](=[O:8])[C:10]=1[C:11]([OH:13])=[O:12]. Procedure details: A mixture of benzyl 2,4-bis(benzyloxy)-5-methoxy-6-(1-methyl-1H-indol-5-yl)nicotinate (73 mg, 0.12 mmol) and 10% Pd/C (18 mg) in ethyl acetate (3.0 mL) was stirred for 2 h at room temperature under a hydrogen balloon. The mixture was then filtered. The filtrate was evaporated and the residue was triturated with ether to give 4-hydroxy-5-methoxy-6-(1-methyl-1H-indol-5-yl)-2-oxo-1,2-dihydropyridine-3-carboxylic acid (27 mg, 69%). As a reaction SMILES: ClC(C[C:6]1[CH:7]=[N:8][CH:9]=[CH:10][CH:11]=1)C=O.[NH2:12]C(N)=S.[CH2:16]([OH:18])C>>[CH3:16][O:18][C:7]1[C:6]([NH2:12])=[CH:11][CH:10]=[CH:9][N:8]=1. Product: COC1=NC=CC=C1N (2-methoxy-pyridin-3-ylamine). Reported procedure: A mixture of 2-chloro-3-pyridin-3-yl-propionaldehyde (crude from above) and thiourea (14.8 g, 0.194 mol) in ethanol (200 mL) was heated to reflux overnight. The solvent was removed and the residue was diluted with dichoromethane (1.2 L) and then washed with sodium hydroxide (10% aqueous solution, 400 mL) and water (200 mL). The organic layer was extracted three times with hydrochloric acid (5% aqueous solution, 400 mL) and the combined aqueous layer was brought to between pH 9 and 10 with sodium... Starting materials: ClC(C=O)CC=1C=NC=CC1 (2-chloro-3-pyridin-3-yl-propionaldehyde), NC(=S)N (thiourea), C(C)O (ethanol). The reactants are 160, FC1=CC=C(C=C1)C1CCC2(OCCO2)CC1 (8-(4-fluorophenyl)-1,4-dioxaspiro[4,5]decane), Cl (hydrochloric acid), C(C)O (ethanol), S(O)(O)(=O)=O (sulfuric acid). Run in O (water). Yields the product 68.5, FC1=CC=C(C=C1)C1CCC(CC1)=O (4-(4-fluorophenyl)cyclohexanone). RXN SMILES: [F:1][C:2]1[CH:7]=[CH:6][C:5]([CH:8]2[CH2:17][CH2:16][C:11]3(OCC[O:12]3)[CH2:10][CH2:9]2)=[CH:4][CH:3]=1.Cl.C(O)C.S(=O)(=O)(O)O>O>[F:1][C:2]1[CH:3]=[CH:4][C:5]([CH:8]2[CH2:9][CH2:10][C:11](=[O:12])[CH2:16][CH2:17]2)=[CH:6][CH:7]=1. Procedure details: A mixture of 160 parts of 8-(4-fluorophenyl)-1,4-dioxaspiro[4,5]decane, 72 parts of hydrochloric acid, 800 parts of ethanol and 800 parts of water is stirred and refluxed for 2 h. 30. Then there are added dropwise 72 parts of sulfuric acid. Upon completion, stirring is continued at reflux temperature for one hour. The reaction mixture is cooled, poured onto water and the product is extracted with trichloromethane. The extract is washed with water, dried, filtered and evaporated. The residue is f... Reactants: C(C1=CC=CC=C1)OC(N[C@H]1CN(CC1)C1=NC(=C2N=CN(C2=N1)[C@H]1[C@@H]([C@@H]([C@H](C1)NC(CC)=O)O)O)NCC(C1=CC=CC=C1)C1=CC=CC=C1)=O ({(R)-1-[9-((1R,2S,3R,4S)-2,3-dihydroxy-4-propionylamino-cyclopentyl)-6-(2,2-diphenyl-ethylamino)-9H-purin-2-yl]-pyrrolidin-3-yl}-carbamic acid benzyl ester), C=1(C(=CC=CC1)S(=O)(=O)O)C (toluenesulfonic acid), [OH-].[NH4+] (ammonium hydroxide). Solvent: CC(=O)C (acetone), COC(C)(C)OC (2,2-dimethyloxypropane). Conditions: time 8 hour. The product is C(C1=CC=CC=C1)OC(N[C@H]1CN(CC1)C1=NC(=C2N=CN(C2=N1)[C@@H]1C[C@@H]([C@H]2OC(O[C@H]21)(C)C)NC(CC)=O)NCC(C2=CC=CC=C2)C2=CC=CC=C2)=O ({(R)-1-[9-((3aS,4R,6S,6aR)-2,2-Dimethyl-6-propionylamino-tetrahydro-cyclopenta[1,3]dioxol-4-yl)-6-(2,2-diphenyl-ethylamino)-9H-purin-2-yl]-pyrrolidin-3-yl}-carbamic acid benzyl ester). As a reaction SMILES: [CH2:1]([O:8][C:9](=[O:52])[NH:10][C@@H:11]1[CH2:15][CH2:14][N:13]([C:16]2[N:24]=[C:23]3[C:19]([N:20]=[CH:21][N:22]3[C@@H:25]3[CH2:29][C@H:28]([NH:30][C:31](=[O:34])[CH2:32][CH3:33])[C@@H:27]([OH:35])[C@H:26]3[OH:36])=[C:18]([NH:37][CH2:38][CH:39]([C:46]3[CH:51]=[CH:50][CH:49]=[CH:48][CH:47]=3)[C:40]3[CH:45]=[CH:44][CH:43]=[CH:42][CH:41]=3)[N:17]=2)[CH2:12]1)[C:2]1[CH:7]=[CH:6][CH:5]=[CH:4][CH:3]=1.[C:53]1(C)[C:54](S(O)(=O)=O)=CC=C[CH:58]=1.[OH-].[NH4+]>CC(C)=O.COC(OC)(C)C>[CH2:1]([O:8][C:9](=[O:52])[NH:10][C@@H:11]1[CH2:15][CH2:14][N:13]([C:16]2[N:24]=[C:23]3[C:19]([N:20]=[CH:21][N:22]3[C@H:25]3[C@H:26]4[C@H:27]([O:35][C:53]([CH3:54])([CH3:58])[O:36]4)[C@@H:28]([NH:30][C:31](=[O:34])[CH2:32][CH3:33])[CH2:29]3)=[C:18]([NH:37][CH2:38][CH:39]([C:46]3[CH:47]=[CH:48][CH:49]=[CH:50][CH:51]=3)[C:40]3[CH:41]=[CH:42][CH:43]=[CH:44][CH:45]=3)[N:17]=2)[CH2:12]1)[C:2]1[CH:7]=[CH:6][CH:5]=[CH:4][CH:3]=1 |f:2.3|. Procedure: A solution of {(R)-1-[9-((1R,2S,3R,4S)-2,3-dihydroxy-4-propionylamino-cyclopentyl)-6-(2,2-diphenyl-ethylamino)-9H-purin-2-yl]-pyrrolidin-3-yl}-carbamic acid benzyl ester (0.63 g, 0.89 mmol) in acetone (10 ml) and 2,2-dimethyloxypropane (5 ml) is treated with toluenesulfonic acid (ca.60 mg) and then stirred at room temperature overnight. The mixture is basified using ammonium hydroxide and the solvent is removed in vacuo. The crude product is partitioned between DCM and water and the organic port... Reactants: BrCCCBr, O=C([O-])[O-], CC#N, [K+], [K+], OCCc1ccc(O)cc1. The product is OCCc1ccc(OCCCBr)cc1. RXN SMILES: [Br:17][CH2:18][CH2:19][CH2:20][Br:21].[C:11](=[O:12])([O-:13])[O-:14].[CH3:22][C:23]#[N:24].[K+:15].[K+:16].[OH:1][c:2]1[cH:3][cH:4][c:5]([CH2:6][CH2:7][OH:8])[cH:9][cH:10]1>>[O:1]([c:2]1[cH:3][cH:4][c:5]([CH2:6][CH2:7][OH:8])[cH:9][cH:10]1)[CH2:20][CH2:19][CH2:18][Br:17].